This data is from the Open Reaction Database (ORD), a public repository of structured organic reaction records. The task is: describe an organic reaction: reactants, conditions, products, and yield Starting materials: C(=O)(O)[O-].[Na+] (NaHCO3), CO (methanol), O.O.Cl[Sn]Cl (SnCl2.2H2O), C(C)OC([C@H]1N(CCC1)C(C1=C(C=C(C(=C1)OC)OCCCOC1=CC2=C(C(N3[C@H](CN2)CCC3)=O)C=C1OC)[N+](=O)[O-])=O)SCC ((2S)-N-{4-[3-(7-Methoxy-(11aS)-1,2,3,10,11,11a-hexahydro-5H-pyrrolo[2,1-c][1,4]benzodiazepine-5-one-8-yloxy)propoxy]-5-methoxy-2-nitrobenzoyl}pyrrolidine-2-carboxaldehyde diethyl thioacetal). Run in ClCCl (dichloromethane). The product is C(C)OC([C@H]1N(CCC1)C(C1=C(C=C(C(=C1)OC)OCCCOC1=CC2=C(C(N3[C@H](CN2)CCC3)=O)C=C1OC)N)=O)SCC ((2S)-N-{4-[3-(7-Methoxy-(11aS)-1,2,3,10,11,11a-hexahydro-5H-pyrrolo[2,1-c][1,4]benzodiazepine-5-one-8-yloxy)propoxy]-5-methoxy-2-aminobenzoyl}pyrrolidine-2-carboxaldehyde diethyl thioacetal). RXN SMILES: [CH2:1]([O:3][CH:4]([S:45][CH2:46][CH3:47])[C@@H:5]1[CH2:9][CH2:8][CH2:7][N:6]1[C:10](=[O:44])[C:11]1[CH:16]=[C:15]([O:17][CH3:18])[C:14]([O:19][CH2:20][CH2:21][CH2:22][O:23][C:24]2[C:38]([O:39][CH3:40])=[CH:37][C:27]3[C:28](=[O:36])[N:29]4[CH2:35][CH2:34][CH2:33][C@H:30]4[CH2:31][NH:32][C:26]=3[CH:25]=2)=[CH:13][C:12]=1[N+:41]([O-])=O)[CH3:2].CO.O.O.Cl[Sn]Cl.C([O-])(O)=O.[Na+]>ClCCl>[CH2:1]([O:3][CH:4]([S:45][CH2:46][CH3:47])[C@@H:5]1[CH2:9][CH2:8][CH2:7][N:6]1[C:10](=[O:44])[C:11]1[CH:16]=[C:15]([O:17][CH3:18])[C:14]([O:19][CH2:20][CH2:21][CH2:22][O:23][C:24]2[C:38]([O:39][CH3:40])=[CH:37][C:27]3[C:28](=[O:36])[N:29]4[CH2:35][CH2:34][CH2:33][C@H:30]4[CH2:31][NH:32][C:26]=3[CH:25]=2)=[CH:13][C:12]=1[NH2:41])[CH3:2] |f:2.3.4,5.6|. Procedure: The (2S)-N-{4-[3-(7-Methoxy-(11aS)-1,2,3,10,11,11a-hexahydro-5H-pyrrolo[2,1-c][1,4]benzodiazepine-5-one-8-yloxy)propoxy]-5-methoxy-2-nitrobenzoyl}pyrrolidine-2-carboxaldehyde diethyl thioacetal III (688 mg, 1.0 mmol) was dissolved in dichloromethane (5 mL), methanol (10 mL) and added SnCl2.2H2O (1.124 g, 5.0 mmol) was refluxed for 1.5 h. The reaction mixture was then carefully adjusted to pH 8 with saturated NaHCO3 solution and then extracted with ethyl acetate (3×20 mL). The combined organic ph... Starting materials: B, COCCCN1C(=O)COc2ccc(Br)cc21, CO, C1CCOC1, C1CCOC1. The product is COCCCN1CCOc2ccc(Br)cc21. Reaction SMILES: [BH3:23].[Br:1][c:2]1[cH:3][cH:4][c:5]2[c:6]([cH:17]1)[N:7]([CH2:12][CH2:13][CH2:14][O:15][CH3:16])[C:8](=[O:11])[CH2:9][O:10]2.[CH3:24][OH:25].[O:18]1[CH2:19][CH2:20][CH2:21][CH2:22]1.[O:26]1[CH2:27][CH2:28][CH2:29][CH2:30]1>>[Br:1][c:2]1[cH:3][cH:4][c:5]2[c:6]([cH:17]1)[N:7]([CH2:12][CH2:13][CH2:14][O:15][CH3:16])[CH2:8][CH2:9][O:10]2. Starting materials: NC1=NC=CC(=C1[N+](=O)[O-])C=CC1=CC=C(C=C1)C (2-amino-4-(2-p-tolyl-ethenyl)-3-nitropyridine). Reagents/catalysts: [Pd] (palladium on carbon). Run in CO (methanol). Reaction conditions: time 17 hour. Product: NC1=NC=CC(=C1N)CCC1=CC=C(C=C1)C (2,3-Diamino-4-(2-p-tolyl-ethyl)pyridine). Isolated yield 59.1%. RXN SMILES: [NH2:1][C:2]1[C:7]([N+:8]([O-])=O)=[C:6]([CH:11]=[CH:12][C:13]2[CH:18]=[CH:17][C:16]([CH3:19])=[CH:15][CH:14]=2)[CH:5]=[CH:4][N:3]=1>CO.[Pd]>[NH2:1][C:2]1[C:7]([NH2:8])=[C:6]([CH2:11][CH2:12][C:13]2[CH:14]=[CH:15][C:16]([CH3:19])=[CH:17][CH:18]=2)[CH:5]=[CH:4][N:3]=1. Reported procedure: 1.52 g of 2-amino-4-(2-p-tolyl-ethenyl)-3-nitropyridine (starting material N2) are dissolved in 30 ml of methanol and, after addition of 0.25 g of 10% strength palladium on carbon, are hydrogenated at 45° C. for 17 hours. The catalyst is filtered off, the filtrate is evaporated to dryness and the residue is chromatographed on a silica gel column (dichloromethane/methanol 25:1+1% triethylamine). Concentration of the pure fractions and drying in vacuo gives 0.80 g of the title compound as a browni... Starting materials: C(C)(C)(C)OC(=O)N1CCC2(CCN(C2=O)C2=C(C=C(C=C2)C2CCC(CC2)OS(=O)(=O)C)F)CC1 (2-[2-Fluoro-4-(4-methanesulfonyloxy-cyclohexyl)-phenyl]-1-oxo-2,8-diaza-spiro[4.5]decane-8-carboxylic acid tert-butyl ester), C(C)(C)(C)OC(=O)N1CCC2(CCN(C2=O)C2=C(C=C(C=C2)C2CCC(CC2)OS(=O)(=O)C)F)CC1 (2-[2-Fluoro-4-(4-methanesulfonyloxy-cyclohexyl)-phenyl]-1-oxo-2,8-diaza-spiro[4.5]decane-8-carboxylic acid tert-butyl ester), N1CCC1 (azetidine). Yields the product C(C)(C)(C)OC(=O)N1CCC2(CCN(C2=O)C2=C(C=C(C=C2)C2CCC(CC2)N2CCC2)F)CC1 (2-[4-(4-Azetidin-1-yl-cyclohexyl)-2-fluoro-phenyl]-1-oxo-2,8-diaza-spiro[4.5]decane-8-carboxylic acid tert-butyl ester), compound. Isolated yield 85.0%. As a reaction SMILES: [C:1]([O:5][C:6]([N:8]1[CH2:36][CH2:35][C:11]2([C:15](=[O:16])[N:14]([C:17]3[CH:22]=[CH:21][C:20]([CH:23]4[CH2:28][CH2:27][CH:26](OS(C)(=O)=O)[CH2:25][CH2:24]4)=[CH:19][C:18]=3[F:34])[CH2:13][CH2:12]2)[CH2:10][CH2:9]1)=[O:7])([CH3:4])([CH3:3])[CH3:2].[NH:37]1[CH2:40][CH2:39][CH2:38]1>>[C:1]([O:5][C:6]([N:8]1[CH2:9][CH2:10][C:11]2([C:15](=[O:16])[N:14]([C:17]3[CH:22]=[CH:21][C:20]([CH:23]4[CH2:28][CH2:27][CH:26]([N:37]5[CH2:40][CH2:39][CH2:38]5)[CH2:25][CH2:24]4)=[CH:19][C:18]=3[F:34])[CH2:13][CH2:12]2)[CH2:35][CH2:36]1)=[O:7])([CH3:3])([CH3:4])[CH3:2]. Procedure details: The title compound was synthesized in the same manner as Example 13 by condensing 2-[2-fluoro-4-(4-methanesulfonyloxy-cyclohexyl)-phenyl]-1-oxo-2,8-diaza-spiro[4.5]decane-8-carboxylic acid tert-butyl ester (Intermediate 28) (150 mg, 0.3 mmol, 1 equiv.) with azetidine (67.8 mg, 1.19 mmol) to obtain 55 mg (85% yield) of the compound.